describe an organic reaction: reactants, conditions, products, and yield From a dataset of the Open Reaction Database (ORD), a public repository of structured organic reaction records. Reactants: N(C(=O)C)C1=CC=C(CC=2C=CC(=NC2)C(=O)OC)C=C1 (methyl 5-(4-acetaminobenzyl)picolinate), Cl (hydrochloric acid). Product: Cl.Cl.NC1=CC=C(CC=2C=CC(=NC2)C(=O)O)C=C1 (5-(4-aminobenzyl)picolinic acid dihydrochloride). As a reaction SMILES: [NH:1]([C:5]1[CH:21]=[CH:20][C:8]([CH2:9][C:10]2[CH:11]=[CH:12][C:13]([C:16]([O:18]C)=[O:17])=[N:14][CH:15]=2)=[CH:7][CH:6]=1)C(C)=O.[ClH:22]>>[ClH:22].[ClH:22].[NH2:1][C:5]1[CH:21]=[CH:20][C:8]([CH2:9][C:10]2[CH:11]=[CH:12][C:13]([C:16]([OH:18])=[O:17])=[N:14][CH:15]=2)=[CH:7][CH:6]=1 |f:2.3.4|. Procedure details: 0.8 Gram of methyl 5-(4-acetaminobenzyl)picolinate and 20 ml. of concentrated hydrochloric acid were heated under reflux for 3 hours. Then, concentrated hydrochloric acid was distilled out under reduced pressure. Ethyl alcohol was added thereto and thus resulting crystals were collected by filtration and dried at room temperature under reduced pressure to obtain 0.7 g of 5-(4-aminobenzyl)picolinic acid dihydrochloride as colorless crystals of a decomposition point of 217°-223° C. Reactants: C1CCOC1, CC(=O)O, Fc1cc2c(Cl)nc(Cl)nc2cc1Cl, [Na+], [OH-]. The product is Oc1nc(Cl)nc2cc(Cl)c(F)cc12. RXN SMILES: [CH2:21]1[O:22][CH2:23][CH2:24][CH2:25]1.[CH3:17][C:18]([OH:19])=[O:20].[Cl:1][c:2]1[n:3][c:4]2[cH:5][c:6]([Cl:14])[c:7]([F:13])[cH:8][c:9]2[c:10]([Cl:12])[n:11]1.[Na+:16].[OH-:15]>>[Cl:1][c:2]1[n:3][c:4]2[cH:5][c:6]([Cl:14])[c:7]([F:13])[cH:8][c:9]2[c:10]([OH:19])[n:11]1. Starting materials: O=S(=O)(Cl)CCC(F)(F)F, CN(C)C=O, CC1CC(N)CC1c1cnc2cnc3[nH]ccc3n12. The product is CC1CC(NS(=O)(=O)CCC(F)(F)F)CC1c1cnc2cnc3[nH]ccc3n12. RXN SMILES: [F:1][C:2]([CH2:3][CH2:4][S:5](=[O:6])(=[O:7])[Cl:8])([F:9])[F:10].[O:30]=[CH:31][N:32]([CH3:33])[CH3:34].[cH:11]1[cH:12][nH:13][c:14]2[n:15][cH:16][c:17]3[n:18]([c:19]12)[c:20]([CH:23]1[CH2:24][CH:25]([NH2:29])[CH2:26][CH:27]1[CH3:28])[cH:21][n:22]3>>[F:1][C:2]([CH2:3][CH2:4][S:5](=[O:6])(=[O:7])[NH:29][CH:25]1[CH2:24][CH:23]([c:20]2[n:18]3[c:17]([cH:16][n:15][c:14]4[nH:13][cH:12][cH:11][c:19]43)[n:22][cH:21]2)[CH:27]([CH3:28])[CH2:26]1)([F:9])[F:10].